From a dataset of the Open Reaction Database (ORD), a public repository of structured organic reaction records. describe an organic reaction: reactants, conditions, products, and yield Starting materials: resultant mixture, CN(C1=CC=C(C=C1)C(=C(C)Br)C1=CC=C(C=C1)N(C)C)C (1,1-bis(4-dimethylaminophenyl)-2-bromopropene), C1CCOC1 (THF), ClP(C1CCCCC1)C1CCCCC1 (chlorodicyclohexylphosphine), C(CCC)[Li] (butyllithium). Solvent: O (Water). Conditions: temperature -60 celsius, time 30 minute. The product is CN(C1=CC=C(C=C1)C(=C(C)P(C1CCCCC1)C1CCCCC1)C1=CC=C(C=C1)N(C)C)C (1,1-Bis(4-dimethylaminophenyl)-2-(dicyclohexylphosphino)propene). The yield is 23.1%. RXN SMILES: [CH3:1][N:2]([CH3:22])[C:3]1[CH:8]=[CH:7][C:6]([C:9]([C:13]2[CH:18]=[CH:17][C:16]([N:19]([CH3:21])[CH3:20])=[CH:15][CH:14]=2)=[C:10](Br)[CH3:11])=[CH:5][CH:4]=1.C1COCC1.C([Li])CCC.Cl[P:34]([CH:41]1[CH2:46][CH2:45][CH2:44][CH2:43][CH2:42]1)[CH:35]1[CH2:40][CH2:39][CH2:38][CH2:37][CH2:36]1>O>[CH3:1][N:2]([CH3:22])[C:3]1[CH:8]=[CH:7][C:6]([C:9]([C:13]2[CH:18]=[CH:17][C:16]([N:19]([CH3:21])[CH3:20])=[CH:15][CH:14]=2)=[C:10]([P:34]([CH:41]2[CH2:42][CH2:43][CH2:44][CH2:45][CH2:46]2)[CH:35]2[CH2:40][CH2:39][CH2:38][CH2:37][CH2:36]2)[CH3:11])=[CH:5][CH:4]=1. Procedure details: Into a reactor were introduced 1.44 g (4.00 mmol) of the 1,1-bis(4-dimethylaminophenyl)-2-bromopropene obtained in Example 4 (2) and 14 mL of THF under a nitrogen atmosphere. The contents were cooled to −60° C. Thereto was gradually added dropwise 2.8 mL (4.4 mmol; 1.6 M hexane solution) of butyllithium. The resultant mixture was stirred at that temperature for 1 hour. Thereafter, 0.97 mL (4.4 mmol) of chlorodicyclohexylphosphine was added thereto, and this mixture was stirred for 30 minutes, su... Starting materials: CCCCO, CC(C)c1ccccc1N, ClCCNCCCl, Cl, [Na+], [Na+], O=C([O-])[O-]. Yields the product CC(C)c1ccccc1N1CCNCC1. As a reaction SMILES: [CH2:25]([OH:26])[CH2:27][CH2:28][CH3:29].[CH:9]([CH3:10])([CH3:11])[c:12]1[c:13]([NH2:14])[cH:15][cH:16][cH:17][cH:18]1.[Cl:2][CH2:3][CH2:4][NH:5][CH2:6][CH2:7][Cl:8].[ClH:1].[Na+:19].[Na+:20].[O-:21][C:22](=[O:23])[O-:24]>>[CH2:3]1[CH2:4][NH:5][CH2:6][CH2:7][N:14]1[c:13]1[c:12]([CH:9]([CH3:10])[CH3:11])[cH:18][cH:17][cH:16][cH:15]1. Starting materials: CC(C)O, COc1cc2c(Cl)ncnc2cc1OCCCN1CCN(C)CC1, Cl, Nc1cccc2occc12. Product: COc1cc2c(Nc3cccc4occc34)ncnc2cc1OCCCN1CCN(C)CC1. RXN SMILES: [CH:36]([OH:37])([CH3:38])[CH3:39].[Cl:1][c:2]1[n:3][cH:4][n:5][c:6]2[cH:7][c:8]([O:14][CH2:15][CH2:16][CH2:17][N:18]3[CH2:19][CH2:20][N:21]([CH3:24])[CH2:22][CH2:23]3)[c:9]([O:12][CH3:13])[cH:10][c:11]12.[ClH:35].[NH2:25][c:26]1[cH:27][cH:28][cH:29][c:30]2[c:31]1[cH:32][cH:33][o:34]2>>[c:2]1([NH:25][c:26]2[cH:27][cH:28][cH:29][c:30]3[c:31]2[cH:32][cH:33][o:34]3)[n:3][cH:4][n:5][c:6]2[cH:7][c:8]([O:14][CH2:15][CH2:16][CH2:17][N:18]3[CH2:19][CH2:20][N:21]([CH3:24])[CH2:22][CH2:23]3)[c:9]([O:12][CH3:13])[cH:10][c:11]12. Starting materials: BrC=1C(=C(C(=C(C(=O)OC)C1)C)NC1CCCC1)C (methyl 5-bromo-3-(cyclopentylamino)-2,4-dimethylbenzoate), C([O-])([O-])=O.[Cs+].[Cs+] (cesium carbonate), C(C)I (ethyl iodide). The solvent is CN(C)C=O (DMF). Conditions: temperature 80 celsius. Yields the product BrC=1C(=C(C(=C(C(=O)OC)C1)C)N(C)C1CCCC1)C (methyl 5-bromo-3-(cyclopentyl(methyl)amino)-2,4-dimethylbenzoate). Isolated yield 82.4%. RXN SMILES: [Br:1][C:2]1[C:3]([CH3:19])=[C:4]([NH:13][CH:14]2[CH2:18][CH2:17][CH2:16][CH2:15]2)[C:5]([CH3:12])=[C:6]([CH:11]=1)[C:7]([O:9][CH3:10])=[O:8].[C:20](=O)([O-])[O-].[Cs+].[Cs+].C(I)C>CN(C=O)C>[Br:1][C:2]1[C:3]([CH3:19])=[C:4]([N:13]([CH:14]2[CH2:18][CH2:17][CH2:16][CH2:15]2)[CH3:20])[C:5]([CH3:12])=[C:6]([CH:11]=1)[C:7]([O:9][CH3:10])=[O:8] |f:1.2.3|. Reported procedure: To a stirred solution of methyl 5-bromo-3-(cyclopentylamino)-2,4-dimethylbenzoate (0.3 g, 1.07 mmol) in DMF (5 mL), cesium carbonate (0.697 g, 2.14 mmol) and ethyl iodide (0.3 mL, 5.38 mmol) were added; resulting reaction mass was heated at 80° C. for 12 h. On completion, reaction mass was cooled to room temperature and filtered, residue was washed with ethyl acetate and filtrate was concentrated and then purified by column chromatography to afford desired compound (0.3 g, 82%).